describe an organic reaction: reactants, conditions, products, and yield From a dataset of the Open Reaction Database (ORD), a public repository of structured organic reaction records. Starting materials: F[B-](F)(F)F.[H+] (Tetrafluoroboric acid), N(=O)[O-].[Na+] (sodium nitrite), O1CCOCC1 (dioxane), NC1=C(C=CC=C1)N[C@H](C(=O)N1CC2=CC(=C(C=C2CC1)OC)OC)C(C)(C)C ((2S)-2-((2-aminophenyl)amino)-1-(6,7-dimethoxy-1,2,3,4-tetrahydroisoquinolin-2-yl)-3,3-dimethylbutan-1-one), O1CCOCC1 (Dioxane). The yield is 71.1%. Yields the product C1(=CC=CC=C1)N[C@H](C(=O)N1CC2=CC(=C(C=C2CC1)OC)OC)C(C)(C)C ((2S)-2-(phenylamino)-1-(6,7-dimethoxy-1,2,3,4-tetrahydroisoquinolin-2-yl)-3,3-dimethylbutan-1-one). Run at time 30 minute. Run in O (water). Procedure: Tetrafluoroboric acid (1.5 ml) and an aqueous sodium nitrite solution (20 mg/0.2 ml, 0.29 mmol) were added, at 0° C., to a dioxane (2 ml) solution of (2S)-2-[(2aminophenyl)amino]-1-(6,7-dimethoxy-1,2,3,4-tetrahydroisoquinolin-2-yl)-3,3dimethylbutan-1-one (100 mg, 0.25 mmol) obtained in Example 25, and the mixture was stirred at that temperature for 30 minutes. Copper (I) oxide (75 mg, 0.52 mmol) was added to the reaction solution, and the mixture was stirred for 30 minutes. Dioxane (2 ml) and wa... Reagents/catalysts: [Cu-]=O (Copper (I) oxide). Reaction SMILES: F[B-](F)(F)F.[H+].N([O-])=O.[Na+].O1CCOCC1.N[C:18]1[CH:23]=[CH:22][CH:21]=[CH:20][C:19]=1[NH:24][C@@H:25]([C:42]([CH3:45])([CH3:44])[CH3:43])[C:26]([N:28]1[CH2:37][CH2:36][C:35]2[C:30](=[CH:31][C:32]([O:40][CH3:41])=[C:33]([O:38][CH3:39])[CH:34]=2)[CH2:29]1)=[O:27]>[Cu-]=O.O>[C:19]1([NH:24][C@@H:25]([C:42]([CH3:45])([CH3:44])[CH3:43])[C:26]([N:28]2[CH2:37][CH2:36][C:35]3[C:30](=[CH:31][C:32]([O:40][CH3:41])=[C:33]([O:38][CH3:39])[CH:34]=3)[CH2:29]2)=[O:27])[CH:20]=[CH:21][CH:22]=[CH:23][CH:18]=1 |f:0.1,2.3|. Starting materials: CC(=O)[O-], CC(=O)[O-], O=C1c2c(Cl)cccc2CC1CC1CCCCC1, [Na+], [Na+], O=C([O-])[O-], O, OCCO, [Pd+2], OB(O)c1cccc2ccccc12. The product is O=C1c2c(cccc2-c2cccc3ccccc23)CC1CC1CCCCC1. Reaction SMILES: [C:42]([O-:43])(=[O:44])[CH3:45].[C:47]([O-:48])(=[O:49])[CH3:50].[Cl:1][c:2]1[cH:3][cH:4][cH:5][c:6]2[c:10]1[C:9](=[O:11])[CH:8]([CH2:12][CH:13]1[CH2:14][CH2:15][CH2:16][CH2:17][CH2:18]1)[CH2:7]2.[Na+:32].[Na+:33].[O-:34][C:35](=[O:36])[O-:37].[OH2:51].[OH:38][CH2:39][CH2:40][OH:41].[Pd+2:46].[c:19]1([B:29]([OH:30])[OH:31])[cH:20][cH:21][cH:22][c:23]2[cH:24][cH:25][cH:26][cH:27][c:28]12>>[c:2]1(-[c:19]2[cH:20][cH:21][cH:22][c:23]3[cH:24][cH:25][cH:26][cH:27][c:28]23)[cH:3][cH:4][cH:5][c:6]2[c:10]1[C:9](=[O:11])[CH:8]([CH2:12][CH:13]1[CH2:14][CH2:15][CH2:16][CH2:17][CH2:18]1)[CH2:7]2. Starting materials: ClCC(=O)C1=CC(=C(C=C1)Cl)S(N)(=O)=O (2,4'-dichloro-3'-sulfamoylacetophenone), N1=C(NCCC1)S (3,4,5,6-tetrahydro-2-pyrimidine-thiol). Yields the product Cl.ClC1=C(C=C(C=C1)C1(CSC=2N1CCCN2)O)S(N)(=O)=O (3-(4-chloro-3-sulfamoylphenyl)-3-hydroxy-2,3,6,7-tetrahydro-5H-thiazolo[3,2-a]pyrimidine-hydrochloride). RXN SMILES: [Cl:1][CH2:2][C:3]([C:5]1[CH:10]=[CH:9][C:8]([Cl:11])=[C:7]([S:12](=[O:15])(=[O:14])[NH2:13])[CH:6]=1)=[O:4].[N:16]1[CH2:21][CH2:20][CH2:19][NH:18][C:17]=1[SH:22]>>[ClH:1].[Cl:11][C:8]1[CH:9]=[CH:10][C:5]([C:3]2([OH:4])[N:18]3[CH2:19][CH2:20][CH2:21][N:16]=[C:17]3[S:22][CH2:2]2)=[CH:6][C:7]=1[S:12](=[O:15])(=[O:14])[NH2:13] |f:2.3|. Reported procedure: 5.2 g of 2,4'-dichloro-3'-sulfamoylacetophenone and 2.4 g of ground 3,4,5,6-tetrahydro-2-pyrimidine-thiol were reacted in the manner described in Example 12, the reaction mixture was precipitated with 200 ml of diethyl ether, the solvent was decanted and the oily end product was crystallized under warm ethyl acetate. Colorless crystalline solid body, melting point: 180° C (decomposition).